The task is: describe an organic reaction: reactants, conditions, products, and yield. This data is from the Open Reaction Database (ORD), a public repository of structured organic reaction records. The reactants are OC=1N(C(=NN1)C1=C(C=C(C(=C1)C(C)C)O)O)C=1C=C2C=CN(C2=CC1)CCNC (4-(5-hydroxy-4-(1-(2-(methylamino)ethyl)-1H-indol-5-yl)-4H-1,2,4-triazol-3-yl)-6-isopropylbenzene-1,3-diol), O=C1N(C(C=C1)=O)CCCC(=O)O (4-(2,5-dioxo-2,5-dihydro-1H-pyrrol-1-yl)butanoic acid), C(CCl)Cl (EDC), C=1C=CC2=C(C1)N=NN2O (HOBt). Run in C(Cl)Cl.CN(C)C=O (DCM DMF), O (water), C(C)(=O)OCC (ethyl acetate). Reaction conditions: time 12 hour. The product is OC1=C(C=C(C(=C1)O)C(C)C)C1=NN=C(N1C=1C=C2C=CN(C2=CC1)CCN(C(CCCN1C(C=CC1=O)=O)=O)C)O (N-(2-(5-(3-(2,4-dihydroxy-5-isopropylphenyl)-5-hydroxy-4H-1,2,4-triazol-4-yl)-1H-indol-1-yl)ethyl)-4-(2,5-dioxo-2,5-dihydro-1H-pyrrol-1-yl)-N-methylbutanamide). Isolated yield 46.2%. Reaction SMILES: [OH:1][C:2]1[N:3]([C:18]2[CH:19]=[C:20]3[C:24](=[CH:25][CH:26]=2)[N:23]([CH2:27][CH2:28][NH:29][CH3:30])[CH:22]=[CH:21]3)[C:4]([C:7]2[CH:12]=[C:11]([CH:13]([CH3:15])[CH3:14])[C:10]([OH:16])=[CH:9][C:8]=2[OH:17])=[N:5][N:6]=1.[O:31]=[C:32]1[CH:36]=[CH:35][C:34](=[O:37])[N:33]1[CH2:38][CH2:39][CH2:40][C:41]([OH:43])=O.C(Cl)CCl.C1C=CC2N(O)N=NC=2C=1>C(Cl)Cl.CN(C=O)C.O.C(OCC)(=O)C>[OH:17][C:8]1[CH:9]=[C:10]([OH:16])[C:11]([CH:13]([CH3:14])[CH3:15])=[CH:12][C:7]=1[C:4]1[N:3]([C:18]2[CH:19]=[C:20]3[C:24](=[CH:25][CH:26]=2)[N:23]([CH2:27][CH2:28][N:29]([CH3:30])[C:41](=[O:43])[CH2:40][CH2:39][CH2:38][N:33]2[C:34](=[O:37])[CH:35]=[CH:36][C:32]2=[O:31])[CH:22]=[CH:21]3)[C:2]([OH:1])=[N:6][N:5]=1 |f:4.5|. Reported procedure: The benzylether [5-(2,4-bis(benzyloxy)-5-isopropylphenyl)-4-(1-(2-(methylamino)ethyl)-1H-indol-5-yl)-4H-1,2,4-triazol-3-ol; 294 mg, 0.5 mmol) was dissolved in 6 ml degassed ethyl acetate and ethanol (1:1). 50 mg Pd/C (10%) was added and the mixture stirred under hydrogen (balloon) at rt for 6 h. After filtration the solvent was removed and the crude purified by chromatography on silica with DCM/MeOH (5-20%)/NH4OH (0.5%) to yield 203 mg (0.5 mmol) 4-(5-hydroxy-4-(1-(2-(methylamino)ethyl)-1H-indol... Starting materials: CC(NC(=O)OCc1ccccc1)C(=O)Nc1cc(C2(c3ccccc3)CCN(C)CC2)nn1C(C)(C)C, CCO. Product: CC(N)C(=O)Nc1cc(C2(c3ccccc3)CCN(C)CC2)nn1C(C)(C)C. As a reaction SMILES: [CH2:1]([O:2][C:3](=[O:4])[NH:10][CH:11]([CH3:12])[C:13]([NH:14][c:15]1[n:16]([C:33]([CH3:34])([CH3:35])[CH3:36])[n:17][c:18]([C:20]2([c:27]3[cH:28][cH:29][cH:30][cH:31][cH:32]3)[CH2:21][CH2:22][N:23]([CH3:26])[CH2:24][CH2:25]2)[cH:19]1)=[O:37])[c:5]1[cH:6][cH:7][cH:8][cH:9][cH:38]1.[CH3:39][CH2:40][OH:41]>>[NH2:10][CH:11]([CH3:12])[C:13]([NH:14][c:15]1[n:16]([C:33]([CH3:34])([CH3:35])[CH3:36])[n:17][c:18]([C:20]2([c:27]3[cH:28][cH:29][cH:30][cH:31][cH:32]3)[CH2:21][CH2:22][N:23]([CH3:26])[CH2:24][CH2:25]2)[cH:19]1)=[O:37].